Dataset: the Open Reaction Database (ORD), a public repository of structured organic reaction records. Task: describe an organic reaction: reactants, conditions, products, and yield Reactants: O (water), ClC=1C(=NC(=C(C1)Cl)F)F (3,5-dichloro-2,6-difluoropyridine), [OH-].[Na+] (sodium hydroxide), C(CO)O (ethylene glycol), C(CO)O (ethylene glycol). Yields the product ClC=1C(=NC(=C(C1)Cl)F)OCCO (2-(3,5-Dichloro-6-fluoro-2-pyridyloxy)ethanol). RXN SMILES: [Cl:1][C:2]1[C:3]([F:10])=[N:4][C:5](F)=[C:6]([Cl:8])[CH:7]=1.[OH-].[Na+].O.[CH2:14]([OH:17])[CH2:15][OH:16]>>[Cl:8][C:6]1[C:5]([O:16][CH2:15][CH2:14][OH:17])=[N:4][C:3]([F:10])=[C:2]([Cl:1])[CH:7]=1 |f:1.2|. Procedure: To a solution of 12 grams (0.065 mole) of 3,5-dichloro-2,6-difluoropyridine in 35 milliliters of ethylene glycol was added over a 10 minute period 2.7 grams of anhydrous sodium hydroxide in 40 milliliters of ethylene glycol. The reaction mixture was maintained at ~70° C. with agitation for 10 minutes, cooled and poured into water. The insoluble material is removed by filtration and the filtrate extracted with methylene chloride and dried. The solid 2-(3,5-dichloro-6-fluoro-2-pyridyloxy) ethanol ... Reactants: CCCCOCCOc1ccc(-c2ccc3c(c2)C=C(C(=O)Nc2ccc(SC(C)c4nccn4CCC)cc2)CCN3CC(C)C)cc1, ClCCl, O=C(OO)c1cccc(Cl)c1. The product is CCCCOCCOc1ccc(-c2ccc3c(c2)C=C(C(=O)Nc2ccc(S(=O)C(C)c4nccn4CCC)cc2)CCN3CC(C)C)cc1. RXN SMILES: [CH2:1]([CH2:2][CH2:3][CH3:4])[O:5][CH2:6][CH2:7][O:8][c:9]1[cH:10][cH:11][c:12](-[c:15]2[cH:16][cH:17][c:18]3[c:19]([cH:49]2)[CH:20]=[C:21]([C:29](=[O:30])[NH:31][c:32]2[cH:33][cH:34][c:35]([S:38][CH:39]([CH3:40])[c:41]4[n:42]([CH2:46][CH2:47][CH3:48])[cH:43][cH:44][n:45]4)[cH:36][cH:37]2)[CH2:22][CH2:23][N:24]3[CH2:25][CH:26]([CH3:27])[CH3:28])[cH:13][cH:14]1.[Cl:61][CH2:62][Cl:63].[OH:50][O:51][C:52]([c:53]1[cH:54][c:55]([Cl:56])[cH:57][cH:58][cH:59]1)=[O:60]>>[CH2:1]([CH2:2][CH2:3][CH3:4])[O:5][CH2:6][CH2:7][O:8][c:9]1[cH:10][cH:11][c:12](-[c:15]2[cH:16][cH:17][c:18]3[c:19]([cH:49]2)[CH:20]=[C:21]([C:29](=[O:30])[NH:31][c:32]2[cH:33][cH:34][c:35]([S:38]([CH:39]([CH3:40])[c:41]4[n:42]([CH2:46][CH2:47][CH3:48])[cH:43][cH:44][n:45]4)=[O:50])[cH:36][cH:37]2)[CH2:22][CH2:23][N:24]3[CH2:25][CH:26]([CH3:27])[CH3:28])[cH:13][cH:14]1.